This data is from the Open Reaction Database (ORD), a public repository of structured organic reaction records. The task is: describe an organic reaction: reactants, conditions, products, and yield RXN SMILES: [Cl:28][CH2:29][Cl:30].[F:1][C:2]([F:3])([F:4])[S:5](=[O:6])([O:8][S:7]([C:9]([F:10])([F:11])[F:12])(=[O:13])=[O:14])=[O:15].[NH2:16][c:17]1[cH:18][cH:19][c:20]([Cl:27])[c:21]([C:22](=[O:23])[O:24][CH3:25])[cH:26]1>>[F:1][C:2]([F:3])([F:4])[S:5](=[O:6])(=[O:8])[NH:16][c:17]1[cH:18][cH:19][c:20]([Cl:27])[c:21]([C:22](=[O:23])[O:24][CH3:25])[cH:26]1. Starting materials: ClCCl, O=S(=O)(OS(=O)(=O)C(F)(F)F)C(F)(F)F, COC(=O)c1cc(N)ccc1Cl. The product is COC(=O)c1cc(NS(=O)(=O)C(F)(F)F)ccc1Cl. Reactants: [OH-].[Na+] (NaOH), OO (hydrogen peroxide), C(C=C)C1C(CN(CC1)C(=O)OC(C)(C)C)C(=O)OC (1-tert-butyl 3-methyl 4-allylpiperidine-1,3-dicarboxylate), B1C2CCCC1CCC2 (9-BBN). Solvent: O (water), O1CCCC1 (tetrahydrofuran), O1CCCC1 (tetrahydrofuran), C(C)(=O)OCC (ethyl acetate), O (water). Conditions: time 1 hour. Product: OCCCC1C(CN(CC1)C(=O)OC(C)(C)C)C(=O)OC (1-tert-Butyl 3-methyl 4-(3-hydroxypropyl)piperidine-1,3-dicarboxylate). As a reaction SMILES: [CH2:1]([CH:4]1[CH2:9][CH2:8][N:7]([C:10]([O:12][C:13]([CH3:16])([CH3:15])[CH3:14])=[O:11])[CH2:6][CH:5]1[C:17]([O:19][CH3:20])=[O:18])[CH:2]=[CH2:3].B1C2CCCC1CCC2.[OH-:30].[Na+].OO>O1CCCC1.C(OCC)(=O)C.O>[OH:30][CH2:3][CH2:2][CH2:1][CH:4]1[CH2:9][CH2:8][N:7]([C:10]([O:12][C:13]([CH3:15])([CH3:16])[CH3:14])=[O:11])[CH2:6][CH:5]1[C:17]([O:19][CH3:20])=[O:18] |f:2.3|. Procedure: A solution of 1-tert-butyl 3-methyl 4-allylpiperidine-1,3-dicarboxylate [WO2002/072572] (715 mg, 2.53 mmol) in tetrahydrofuran (5 mL) at 0° C. was treated with a solution of 9-BBN in tetrahydrofuran (0.5M, 10.2 mL, 5.1 mmol). After one hour the reaction mixture was allowed to warm to room temperature for 3 hours. The reaction mixture was cooled to 0° C. and treated with water (3 mL), NaOH (3N, 6 mL) and hydrogen peroxide (30% solution, 6 mL). The reaction was allowed to warm to room temperature ...